This data is from the Open Reaction Database (ORD), a public repository of structured organic reaction records. The task is: describe an organic reaction: reactants, conditions, products, and yield The reactants are BrCC(=O)C=1N=C(OC1C)C1=CC=CC=C1 (4-bromoacetyl-5-methyl-2-phenyloxazole), [H-].[Na+] (sodium hydride), OC1=CC=C(C=C2C(NC(S2)=O)=O)C=C1 (5-(4-hydroxybenzylidene)-2,4-thiazolidinedione), C(C)(=O)O (acetic acid). Solvent: CN(C=O)C (N,N-dimethylformamide), oil, CN(C=O)C (N,N-dimethylformamide). Reaction conditions: time 30 minute. The product is CC1=C(N=C(O1)C1=CC=CC=C1)C(COC1=CC=C(C=C2C(NC(S2)=O)=O)C=C1)=O (5-{4-[2-(5-methyl-2-phenyl-4-oxazolyl)-2-oxoethoxy]benzylidene}-2,4-thiazolidinedione). The yield is 33.3%. Reaction SMILES: [H-].[Na+].[OH:3][C:4]1[CH:17]=[CH:16][C:7]([CH:8]=[C:9]2[S:13][C:12](=[O:14])[NH:11][C:10]2=[O:15])=[CH:6][CH:5]=1.Br[CH2:19][C:20]([C:22]1[N:23]=[C:24]([C:28]2[CH:33]=[CH:32][CH:31]=[CH:30][CH:29]=2)[O:25][C:26]=1[CH3:27])=[O:21].C(O)(=O)C>CN(C)C=O>[CH3:27][C:26]1[O:25][C:24]([C:28]2[CH:33]=[CH:32][CH:31]=[CH:30][CH:29]=2)=[N:23][C:22]=1[C:20](=[O:21])[CH2:19][O:3][C:4]1[CH:17]=[CH:16][C:7]([CH:8]=[C:9]2[S:13][C:12](=[O:14])[NH:11][C:10]2=[O:15])=[CH:6][CH:5]=1 |f:0.1|. Procedure: 60% sodium hydride in oil (0.24 g) was added to a solution of 5-(4-hydroxybenzylidene)-2,4-thiazolidinedione (0.663 g) in N,N-dimethylformamide (20 ml) and the mixture was stirred for 30 minutes. Then, a solution of 4-bromoacetyl-5-methyl-2-phenyloxazole (0.841 g) in N,N-dimethylformamide (10 ml) was added dropwise to the mixture under ice-cooling. After stirring under ice-cooling for 30 minutes, the reaction solution was poured into ice-cold water. The aqueous mixture was made acid with acetic ... The reactants are CS(=O)(=O)C1=NC=CC(=N1)\C=C/1\C(NC(S1)=O)=O ((Z)-5-((2-(methylsulfonyl)pyrimidin-4-yl)methylene)thiazolidine-2,4-dione), C(C)(=O)[O-].[NH4+] (ammonium acetate). Solvent: CS(=O)C (DMSO). Run at temperature 100 celsius. Yields the product NC1=NC=CC(=N1)\C=C/1\C(NC(S1)=O)=O ((Z)-5-((2-aminopyrimidin-4-yl)methylene)thiazolidine-2,4-dione), desired product. The yield is 67.0%. RXN SMILES: CS([C:5]1[N:10]=[C:9](/[CH:11]=[C:12]2/[C:13](=[O:18])[NH:14][C:15](=[O:17])[S:16]/2)[CH:8]=[CH:7][N:6]=1)(=O)=O.C([O-])(=O)C.[NH4+:23]>CS(C)=O>[NH2:23][C:5]1[N:10]=[C:9](/[CH:11]=[C:12]2/[C:13](=[O:18])[NH:14][C:15](=[O:17])[S:16]/2)[CH:8]=[CH:7][N:6]=1 |f:1.2|. Procedure details: (Z)-5-((2-aminopyrimidin-4-yl)methylene)thiazolidine-2,4-dione was prepared as follows. A 40 mL round bottomed vial was charged with (Z)-5-((2-(methylsulfonyl)pyrimidin-4-yl)methylene)thiazolidine-2,4-dione (203 mg, 0.712 mmol), DMSO (3 mL), ammonium acetate (543 mg, 7.04 mmol, 10 equiv.) and heated at 100° C. for 2 h. The reaction was concentrated under reduced pressure using the Genevac. The residue was partitioned between 3 mL of DCE and 3 mL of H2O and the aqueous layer was back extracted wi... Reactants: C(C(=O)Cl)(=O)Cl (oxalyl chloride), N1=CC=CC=C1 (pyridine), C(=O)(O)C1=CC=C(OCCCN2CCC(CC2)OC(C2=NC=CC=C2)C2=CC=C(C=C2)Cl)C=C1 (1-[3-(4-carboxyphenoxy)propyl]-4[(4-chlorophenyl)-2-pyridylmethoxy]piperidine), NC1=NN=NN1 (5-amino-1,2,3,4-tetrazole). The solvent is ClCCl (dichloromethane), ClCCl (dichloromethane). Run at temperature 0 celsius, time 0.5 hour. Yields the product N1N=NN=C1NC(=O)C1=CC=C(OCCCN2CCC(CC2)OC(C2=NC=CC=C2)C2=CC=C(C=C2)Cl)C=C1 (1-{3-{4-[N-(1,2,3,4-tetrazol-5-yl)carbamoyl]phenoxy}propyl}-4-[(4-chlorophenyl)-2-pyridylmethoxy]piperidine). The yield is 56.3%. RXN SMILES: [C:1]([C:4]1[CH:34]=[CH:33][C:7]([O:8][CH2:9][CH2:10][CH2:11][N:12]2[CH2:17][CH2:16][CH:15]([O:18][CH:19]([C:26]3[CH:31]=[CH:30][C:29]([Cl:32])=[CH:28][CH:27]=3)[C:20]3[CH:25]=[CH:24][CH:23]=[CH:22][N:21]=3)[CH2:14][CH2:13]2)=[CH:6][CH:5]=1)(O)=[O:2].C(Cl)(=O)C(Cl)=O.[NH2:41][C:42]1[NH:46][N:45]=[N:44][N:43]=1.N1C=CC=CC=1>ClCCl>[NH:43]1[C:42]([NH:41][C:1]([C:4]2[CH:34]=[CH:33][C:7]([O:8][CH2:9][CH2:10][CH2:11][N:12]3[CH2:17][CH2:16][CH:15]([O:18][CH:19]([C:26]4[CH:27]=[CH:28][C:29]([Cl:32])=[CH:30][CH:31]=4)[C:20]4[CH:25]=[CH:24][CH:23]=[CH:22][N:21]=4)[CH2:14][CH2:13]3)=[CH:6][CH:5]=2)=[O:2])=[N:46][N:45]=[N:44]1. Procedure: To 0.84 g (1.75 mmol) of 1-[3-(4-carboxyphenoxy)propyl]-4[(4-chlorophenyl)-2-pyridylmethoxy]piperidine dissolved in 8 ml of dichloromethane was added dropwise 1.5 ml of oxalyl chloride under cooling in an ice bath. The mixture was stirred at 0° C. for 0.5 hour and then at room temperature for 0.5 hour, and concentrated under reduced pressure. The residue was added dropwise to a mixed solution of 0.15 g (1.76 mmol) of 5-amino-1,2,3,4-tetrazole dissolved in 10 ml of dichloromethane and 5 ml of pyr... The reactants are C(C)(C)(C)OC(=O)N[C@@H]1CC[C@@H](CC1)OC1=C2C=CN=C(C2=CC=C1)Cl (cis-N-(tert-butoxycarbonyl)-4-[(1-chloro-5-isoquinolyl)oxy]cyclohexylamine), N (ammonia). Run in O1CCOCC1 (dioxane). Run at temperature 150 celsius, time 20 hour. Product: C(C)(C)(C)OC(=O)N[C@@H]1CC[C@@H](CC1)OC1=C2C=CN=C(C2=CC=C1)N (cis-N-(tert-butoxycarbonyl)-4-[(1-amino-5-isoquinolyl)oxy]cyclohexylamine). As a reaction SMILES: [C:1]([O:5][C:6]([NH:8][C@H:9]1[CH2:14][CH2:13][C@@H:12]([O:15][C:16]2[CH:25]=[CH:24][CH:23]=[C:22]3[C:17]=2[CH:18]=[CH:19][N:20]=[C:21]3Cl)[CH2:11][CH2:10]1)=[O:7])([CH3:4])([CH3:3])[CH3:2].[NH3:27]>O1CCOCC1>[C:1]([O:5][C:6]([NH:8][C@H:9]1[CH2:14][CH2:13][C@@H:12]([O:15][C:16]2[CH:25]=[CH:24][CH:23]=[C:22]3[C:17]=2[CH:18]=[CH:19][N:20]=[C:21]3[NH2:27])[CH2:11][CH2:10]1)=[O:7])([CH3:4])([CH3:3])[CH3:2]. Procedure: A solution of Intermediate 130 (500 mg) in dioxane (2.5 ml) was added with 28% aqueous ammonia solution (2.5 ml) and stirred at 150° C. for 20 hours in a sealed tube. The reaction mixture was cooled to room temperature, and then the solvent was evaporated under reduced pressure. The residue was added with dioxane (6 ml), 2 N aqueous sodium hydroxide (2 ml) and di-t-butyl dicarbonate (655 mg) and stirred at room temperature for 1 hour. The solvent was evaporated under reduced pressure, and the re... Reactants: NC(C(=O)O)C=CCP(=O)(O)O (2-amino-5-phosphono-3-pentenoic acid), Cl (hydrogen chloride). The solvent is C(CCCC)O (n-pentanol). The product is C(CCCC)OC(C(\C=C\CP(=O)(O)O)N)=O (E-2-amino-5-phosphono-3-pentenoic acid pentyl ester). Reaction SMILES: [NH2:1][CH:2]([CH:6]=[CH:7][CH2:8][P:9]([OH:12])([OH:11])=[O:10])[C:3]([OH:5])=[O:4].Cl>C(O)CCCC>[CH2:3]([O:4][C:3](=[O:5])[CH:2]([NH2:1])/[CH:6]=[CH:7]/[CH2:8][P:9]([OH:12])([OH:11])=[O:10])[CH2:2][CH2:6][CH2:7][CH3:8]. Procedure details: 1.5 g of 2-amino-5-phosphono-3-pentenoic acid are suspended in 30 ml of n-pentanol and the suspension is saturated with hydrogen chloride gas for 3 hours at 50°. After concentration, the residue is dissolved in 15ml of n-pentanol, 15 ml of propylene oxide are added and the precipitate isfiltered off. Recrystallisation from water/acetone 1:1 yields E-2-amino-5-phosphono-3-pentenoic acid pentyl ester, m.p. 160°-161°. The reactants are CC(=O)OC(C)=O, COc1ccc2c(n1)C(NCc1cc(C(F)(F)F)cc(C(F)(F)F)c1)CC(C)N2C(=O)OC(C)C, ClCCl, c1ccncc1. Product: COc1ccc2c(n1)C(N(Cc1cc(C(F)(F)F)cc(C(F)(F)F)c1)C(C)=O)CC(C)N2C(=O)OC(C)C. As a reaction SMILES: [CH3:42][C:43](=[O:44])[O:45][C:46](=[O:47])[CH3:48].[CH:1]([CH3:2])([CH3:3])[O:4][C:5](=[O:6])[N:7]1[CH:8]([CH3:35])[CH2:9][CH:10]([NH:19][CH2:20][c:21]2[cH:22][c:23]([C:31]([F:32])([F:33])[F:34])[cH:24][c:25]([C:27]([F:28])([F:29])[F:30])[cH:26]2)[c:11]2[n:12][c:13]([O:17][CH3:18])[cH:14][cH:15][c:16]21.[Cl:49][CH2:50][Cl:51].[cH:36]1[cH:37][cH:38][n:39][cH:40][cH:41]1>>[CH:1]([CH3:2])([CH3:3])[O:4][C:5](=[O:6])[N:7]1[CH:8]([CH3:35])[CH2:9][CH:10]([N:19]([CH2:20][c:21]2[cH:22][c:23]([C:31]([F:32])([F:33])[F:34])[cH:24][c:25]([C:27]([F:28])([F:29])[F:30])[cH:26]2)[C:43]([CH3:42])=[O:44])[c:11]2[n:12][c:13]([O:17][CH3:18])[cH:14][cH:15][c:16]21.